This data is from the Open Reaction Database (ORD), a public repository of structured organic reaction records. The task is: describe an organic reaction: reactants, conditions, products, and yield Reaction SMILES: [Br:1][CH:2]([C:3](=[O:4])[NH:5][CH:6]([CH2:7][CH:8]([CH3:9])[CH3:10])[CH2:11][OH:12])[c:13]1[cH:14][cH:15][cH:16][cH:17][cH:18]1.[H-:19].[Na+:20].[O:21]1[CH2:22][CH2:23][CH2:24][CH2:25]1>>[CH:2]1([c:13]2[cH:14][cH:15][cH:16][cH:17][cH:18]2)[C:3](=[O:4])[NH:5][CH:6]([CH2:7][CH:8]([CH3:9])[CH3:10])[CH2:11][O:12]1. Reactants: CC(C)CC(CO)NC(=O)C(Br)c1ccccc1, [H-], [Na+], C1CCOC1. The product is CC(C)CC1COC(c2ccccc2)C(=O)N1. Reactants: N[C@H]([C@H](C)CC)C(=O)O (D-isoleucine), O=C[C@H](O)[C@@H](O)[C@H](O)[C@H](O)CO (glucose), CO (methanol). Run in N1=CC=CC=C1 (pyridine). The product is C(C1(O)[C@@H](O)[C@H](O)[C@H](O)CO1)N[C@H]([C@H](C)CC)C(=O)O (N-(1-deoxyfructopyranos-1-yl)-D-isoleucine). Yield: 49.2%. RXN SMILES: CO.[NH2:3][C@@H:4]([C:9]([OH:11])=[O:10])[C@@H:5]([CH2:7][CH3:8])[CH3:6].[O:12]=[CH:13][C@@H:14]([C@H:16]([C@@H:18]([C@@H:20]([CH2:22]O)[OH:21])[OH:19])[OH:17])[OH:15]>N1C=CC=CC=1>[CH2:22]([NH:3][C@@H:4]([C:9]([OH:11])=[O:10])[C@@H:5]([CH2:7][CH3:8])[CH3:6])[C:20]1([O:12][CH2:13][C@@H:14]([OH:15])[C@@H:16]([OH:17])[C@@H:18]1[OH:19])[OH:21]. Reported procedure: A dry mixture of 40 ml of methanol and 10 ml of pyridine was added to 100 mg of dry D-isoleucine together with 300 mg of anhydrous glucose, and reaction and purification were carried out as described in Example 9, but making use of smaller-volume chromatography columns. Crystallization of the final product yielded 110 mg of N-(1-deoxyfructopyranos-1-yl)-D-isoleucine. Melting point 142°-144° C. The reactants are COC(=O)C(CC(C)C)OC(c1ccccc1)c1ccc(Br)cc1, OB(O)c1cnc2ccccc2c1. Yields the product COC(=O)C(CC(C)C)OC(c1ccccc1)c1ccc(-c2cnc3ccccc3c2)cc1. RXN SMILES: [Br:1][c:2]1[cH:3][cH:4][c:5]([CH:8]([O:9][CH:10]([C:11](=[O:12])[O:13][CH3:14])[CH2:15][CH:16]([CH3:17])[CH3:18])[c:19]2[cH:20][cH:21][cH:22][cH:23][cH:24]2)[cH:6][cH:7]1.[n:25]1[cH:26][c:27]([B:35]([OH:36])[OH:37])[cH:28][c:29]2[cH:30][cH:31][cH:32][cH:33][c:34]12>>[c:2]1(-[c:27]2[cH:26][n:25][c:34]3[c:29]([cH:28]2)[cH:30][cH:31][cH:32][cH:33]3)[cH:3][cH:4][c:5]([CH:8]([O:9][CH:10]([C:11](=[O:12])[O:13][CH3:14])[CH2:15][CH:16]([CH3:17])[CH3:18])[c:19]2[cH:20][cH:21][cH:22][cH:23][cH:24]2)[cH:6][cH:7]1. Reactants: OCc1ccc(OCCCBr)cc1, c1ccc2c(c1)CCN2C1CCNCC1. Product: OCc1ccc(OCCCN2CCC(N3CCc4ccccc43)CC2)cc1. RXN SMILES: [Br:16][CH2:17][CH2:18][CH2:19][O:20][c:21]1[cH:22][cH:23][c:24]([CH2:25][OH:26])[cH:27][cH:28]1.[NH:1]1[CH2:2][CH2:3][CH:4]([N:7]2[CH2:8][CH2:9][c:10]3[cH:11][cH:12][cH:13][cH:14][c:15]32)[CH2:5][CH2:6]1>>[N:1]1([CH2:17][CH2:18][CH2:19][O:20][c:21]2[cH:22][cH:23][c:24]([CH2:25][OH:26])[cH:27][cH:28]2)[CH2:2][CH2:3][CH:4]([N:7]2[CH2:8][CH2:9][c:10]3[cH:11][cH:12][cH:13][cH:14][c:15]32)[CH2:5][CH2:6]1. Reactants: [Al+3], [Cl-], [Cl-], [Cl-], Clc1cccc(Cl)c1, ClCCl, O=C(Cl)c1cc([N+](=O)[O-])ccc1Cl. Reaction SMILES: [Al+3:2].[Cl-:1].[Cl-:3].[Cl-:4].[Cl:18][c:19]1[cH:20][cH:21][cH:22][c:23]([Cl:24])[cH:25]1.[Cl:26][CH2:27][Cl:28].[Cl:5][c:6]1[c:7]([C:8](=[O:9])[Cl:10])[cH:11][c:12]([N+:15](=[O:16])[O-:17])[cH:13][cH:14]1>>[Cl:5][c:6]1[c:7]([C:8](=[O:9])[c:22]2[cH:21][cH:20][c:19]([Cl:18])[cH:25][c:23]2[Cl:24])[cH:11][c:12]([N+:15](=[O:16])[O-:17])[cH:13][cH:14]1. Yields the product O=C(c1ccc(Cl)cc1Cl)c1cc([N+](=O)[O-])ccc1Cl.